This data is from the Open Reaction Database (ORD), a public repository of structured organic reaction records. The task is: describe an organic reaction: reactants, conditions, products, and yield Reactants: C(#N)C1=NN(C=C1I)C1=C(C=C(C=C1Cl)C(F)(F)F)Cl (3-cyano-1-(2,6-dichloro-4-trifluoromethylphenyl)-4-iodopyrazole), C(=C)[Sn](CCCC)(CCCC)CCCC (vinyltri-n-butyltin), O (water), CCOCC (ether). The reagents and catalysts are C=1C=CC(=CC1)[P](C=2C=CC=CC2)(C=3C=CC=CC3)[Pd]([P](C=4C=CC=CC4)(C=5C=CC=CC5)C=6C=CC=CC6)([P](C=7C=CC=CC7)(C=8C=CC=CC8)C=9C=CC=CC9)[P](C=1C=CC=CC1)(C=1C=CC=CC1)C=1C=CC=CC1 (tetrakis(triphenylphosphine)palladium(0)). The solvent is CN(C=O)C (dimethylformamide). Run at temperature 75 celsius, time 3 hour. Product: C(#N)C1=NN(C=C1C=C)C1=C(C=C(C=C1Cl)C(F)(F)F)Cl (3-Cyano-1-(2,6-dichloro-4-trifluoromethylphenyl)-4-ethenylpyrazole). As a reaction SMILES: [C:1]([C:3]1[C:7](I)=[CH:6][N:5]([C:9]2[C:14]([Cl:15])=[CH:13][C:12]([C:16]([F:19])([F:18])[F:17])=[CH:11][C:10]=2[Cl:20])[N:4]=1)#[N:2].[CH:21]([Sn](CCCC)(CCCC)CCCC)=[CH2:22].O.CCOCC>CN(C)C=O.C1C=CC([P]([Pd]([P](C2C=CC=CC=2)(C2C=CC=CC=2)C2C=CC=CC=2)([P](C2C=CC=CC=2)(C2C=CC=CC=2)C2C=CC=CC=2)[P](C2C=CC=CC=2)(C2C=CC=CC=2)C2C=CC=CC=2)(C2C=CC=CC=2)C2C=CC=CC=2)=CC=1>[C:1]([C:3]1[C:7]([CH:21]=[CH2:22])=[CH:6][N:5]([C:9]2[C:14]([Cl:15])=[CH:13][C:12]([C:16]([F:19])([F:18])[F:17])=[CH:11][C:10]=2[Cl:20])[N:4]=1)#[N:2] |^1:50,52,71,90|. Procedure details: A solution of 3-cyano-1-(2,6-dichloro-4-trifluoromethylphenyl)-4-iodopyrazole (58 g) in dimethylformamide (350 ml) containing vinyltri-n-butyltin (116 ml) and tetrakis(triphenylphosphine)palladium(0) (3.5 g,) was stirred at 75° C. for 3 hours. The reaction mixture was poured into water (600 ml) and ether (600 ml). The organic layer was separated, washed with water (×5), brine (700 ml), dried (Na2SO4) and evaporated. The residue was recrystallised from propan-2-ol to give the title compound as a ... Yield: 68.6%. Procedure: Ethanol (6 ml) and a solution of 1N sodium hydroxide in ethanol (0.536 ml) were added to (2R)-2-(4-{1-[3-(4-heptylphenoxy)propyl]-5-methyl-1H-pyrrol-2-yl}phenoxy)-3-phenylpropanoic acid (330 mg, 0.596 mmol) and the mixture was concentrated. To the residue was added diisopropylether to give the object compound as a solid. 212 mg (yield: 68.6%) Starting materials: [OH-].[Na+] (sodium hydroxide), C(CCCCCC)C1=CC=C(OCCCN2C(=CC=C2C)C2=CC=C(O[C@@H](C(=O)O)CC3=CC=CC=C3)C=C2)C=C1 ((2R)-2-(4-{1-[3-(4-heptylphenoxy)propyl]-5-methyl-1H-pyrrol-2-yl}phenoxy)-3-phenylpropanoic acid). Product: C(CCCCCC)C1=CC=C(OCCCN2C(=CC=C2C)C2=CC=C(O[C@@H](C(=O)[O-])CC3=CC=CC=C3)C=C2)C=C1.[Na+] (Sodium (2R)-2-(4-{1-[3-(4-heptylphenoxy)propyl]-5-methyl-1H-pyrrol-2-yl}phenoxy)-3-phenylpropanoate). Run in C(C)O (ethanol), C(C)O (Ethanol). As a reaction SMILES: [OH-].[Na+:2].[CH2:3]([C:10]1[CH:43]=[CH:42][C:13]([O:14][CH2:15][CH2:16][CH2:17][N:18]2[C:22]([CH3:23])=[CH:21][CH:20]=[C:19]2[C:24]2[CH:41]=[CH:40][C:27]([O:28][C@H:29]([CH2:33][C:34]3[CH:39]=[CH:38][CH:37]=[CH:36][CH:35]=3)[C:30]([OH:32])=[O:31])=[CH:26][CH:25]=2)=[CH:12][CH:11]=1)[CH2:4][CH2:5][CH2:6][CH2:7][CH2:8][CH3:9]>C(O)C>[CH2:3]([C:10]1[CH:11]=[CH:12][C:13]([O:14][CH2:15][CH2:16][CH2:17][N:18]2[C:22]([CH3:23])=[CH:21][CH:20]=[C:19]2[C:24]2[CH:25]=[CH:26][C:27]([O:28][C@H:29]([CH2:33][C:34]3[CH:39]=[CH:38][CH:37]=[CH:36][CH:35]=3)[C:30]([O-:32])=[O:31])=[CH:40][CH:41]=2)=[CH:42][CH:43]=1)[CH2:4][CH2:5][CH2:6][CH2:7][CH2:8][CH3:9].[Na+:2] |f:0.1,4.5|. The reactants are ClC1=NC(=CN=C1)C1=CC=C(C=C1)C (2-chloro-6-(4-methylphenyl)pyrazine), P(Br)(Br)Br (phosphorus tribromide), N (ammonia). Run in O (water). The product is BrC1=NC(=CN=C1)C1=CC=C(C=C1)C (2-Bromo-6-(4-methylphenyl)pyrazine). As a reaction SMILES: Cl[C:2]1[CH:7]=[N:6][CH:5]=[C:4]([C:8]2[CH:13]=[CH:12][C:11]([CH3:14])=[CH:10][CH:9]=2)[N:3]=1.P(Br)(Br)[Br:16].N>O>[Br:16][C:2]1[CH:7]=[N:6][CH:5]=[C:4]([C:8]2[CH:13]=[CH:12][C:11]([CH3:14])=[CH:10][CH:9]=2)[N:3]=1. Reported procedure: To a flask containing 2-chloro-6-(4-methylphenyl)pyrazine (2.5 g, 12.3 mmol), was added phosphorus tribromide (20 mL) and the mixture heated at reflux for 6 h under nitrogen. The reaction mixture was cooled to room temperature prior to pouring carefully into iced water (600 mL). The resulting solution was adjusted to pH 6–7 using aqueous ammonia and extracted with Et2O (2×250 mL). The organic solution was dried (MgSO4) and the solvent removed in vacuo to afford the title compound as a white soli... RXN SMILES: [OH-].[K+].C([O:6][CH2:7][C:8]1[CH:13]=[CH:12][CH:11]=[C:10]([C:14](=[O:21])[C:15]2[CH:20]=[CH:19][CH:18]=[CH:17][CH:16]=2)[N:9]=1)(=O)C>CO.O.[Cl-].[Na+]>[C:14]([C:10]1[N:9]=[C:8]([CH2:7][OH:6])[CH:13]=[CH:12][CH:11]=1)(=[O:21])[C:15]1[CH:16]=[CH:17][CH:18]=[CH:19][CH:20]=1 |f:0.1,5.6|. The product is C(C1=CC=CC=C1)(=O)C1=CC=CC(=N1)CO ((6-benzoyl-2-pyridyl)methanol). Conditions: time 8 hour. Reported procedure: Potassium hydroxide (1.1 g, 18 mmol) is dissolved in 25 ml methanol, after which is added 2-(acetoxymethyl)-6-benzoylpyridine (2.3 g, 9 mmol) in 20 ml methanol and the mixture is then stirred overnight. The mixture is diluted with water and saturated sodium chloride, then extracted with ether (2×), washed with sat. sodium chloride, dried over magnesium sulfate and stripped to yield (6-benzoyl-2-pyridyl)methanol. The reactants are [OH-].[K+] (Potassium hydroxide), C(C)(=O)OCC1=NC(=CC=C1)C(C1=CC=CC=C1)=O (2-(acetoxymethyl)-6-benzoylpyridine). The solvent is O (water), [Cl-].[Na+] (sodium chloride), CO (methanol), CO (methanol). Run in CC(=O)C (Acetone). The yield is 14.6%. Procedure details: A mixture of 3-[3-[1-pyrrolidinylmethyl]phenoxy]propanamine (0.97 g) and N-cyano-1-methyl-2-(phenylmethylene)hydrazine carboximidothioic acid methyl ester (0.97 g) was heated at 70° for 8 hr under a reduced pressure of 20 mm of mercury. Acetone was added and the solution was treated with hydrochloric acid at room temperature for one hour, washed with ether, basified with sodium carbonate and extracted with ethyl acetate. Evaporation of the ethyl acetate extracts gave a thick oil which crystallis... As a reaction SMILES: [N:1]1([CH2:6][C:7]2[CH:8]=[C:9]([CH:15]=[CH:16][CH:17]=2)[O:10][CH2:11][CH2:12][CH2:13][NH2:14])[CH2:5][CH2:4][CH2:3][CH2:2]1.CS[C:20]([N:24]([CH3:33])[N:25]=CC1C=CC=CC=1)=[N:21][C:22]#[N:23].Cl>CC(C)=O>[CH3:33][N:24]1[C:20]([NH:14][CH2:13][CH2:12][CH2:11][O:10][C:9]2[CH:15]=[CH:16][CH:17]=[C:7]([CH2:6][N:1]3[CH2:2][CH2:3][CH2:4][CH2:5]3)[CH:8]=2)=[N:21][C:22]([NH2:23])=[N:25]1. Starting materials: N1(CCCC1)CC=1C=C(OCCCN)C=CC1 (3-[3-[1-pyrrolidinylmethyl]phenoxy]propanamine), CSC(=NC#N)N(N=CC1=CC=CC=C1)C (N-cyano-1-methyl-2-(phenylmethylene)hydrazine carboximidothioic acid methyl ester), Cl (hydrochloric acid). The product is CN1N=C(N=C1NCCCOC1=CC(=CC=C1)CN1CCCC1)N (1-Methyl-N5 -[3-[3-[1-pyrrolidinylmethyl]phenoxy]propyl]-1H-1,2,4-triazole-3,5-diamine). Starting materials: CO, C[O-], Sc1ccc(Cl)nn1, CI, [Na+], O. The product is CSc1ccc(Cl)nn1. RXN SMILES: [CH3:15][OH:16].[CH3:9][O-:10].[Cl:1][c:2]1[cH:3][cH:4][c:5]([SH:8])[n:6][n:7]1.[I:12][CH3:13].[Na+:11].[OH2:14]>>[Cl:1][c:2]1[cH:3][cH:4][c:5]([S:8][CH3:9])[n:6][n:7]1. Reactants: ClC=1N=C(C2=C(N1)C=C(S2)CN2CCN(CC2)C(=O)OC(C)(C)C)N2CCOCC2 (2-Chloro-6-((4-Boc-piperazin-1-yl)methyl)-4-morpholinothieno[3,2-d]pyrimidine), CC1(OB(OC1(C)C)C=1C=NC(=NC1)N)C (5-(4,4,5,5-tetramethyl-1,3,2-dioxaborolan-2-yl)pyrimidin-2-amine). The product is O1CCN(CC1)C=1C2=C(N=C(N1)C=1C=NC(=NC1)N)C=C(S2)CN2CCNCC2 (5-(4-morpholino-6-((piperazin-1-yl)methyl)thieno[3,2-d]pyrimidin-2-yl)pyrimidin-2-amine). Reaction SMILES: Cl[C:2]1[N:3]=[C:4]([N:25]2[CH2:30][CH2:29][O:28][CH2:27][CH2:26]2)[C:5]2[S:10][C:9]([CH2:11][N:12]3[CH2:17][CH2:16][N:15](C(OC(C)(C)C)=O)[CH2:14][CH2:13]3)=[CH:8][C:6]=2[N:7]=1.CC1(C)C(C)(C)OB([C:39]2[CH:40]=[N:41][C:42]([NH2:45])=[N:43][CH:44]=2)O1>>[O:28]1[CH2:27][CH2:26][N:25]([C:4]2[C:5]3[S:10][C:9]([CH2:11][N:12]4[CH2:17][CH2:16][NH:15][CH2:14][CH2:13]4)=[CH:8][C:6]=3[N:7]=[C:2]([C:39]3[CH:40]=[N:41][C:42]([NH2:45])=[N:43][CH:44]=3)[N:3]=2)[CH2:30][CH2:29]1. Procedure details: 2-Chloro-6-((4-Boc-piperazin-1-yl)methyl)-4-morpholinothieno[3,2-d]pyrimidine (200 mg) was reacted with 5-(4,4,5,5-tetramethyl-1,3,2-dioxaborolan-2-yl)pyrimidin-2-amine 7 following General Procedure A followed by Boc removal with 1N HCl in dioxane to generate 159 after reversed phase HPLC purification. MS (Q1) 413 (M)+. The reactants are ClC1=CC=C(C=C1)[C@H](C)N ((S)-1-(4-chlorophenyl)ethylamine), BrC=1C(=NC(=NC1)Cl)N1[C@@H](COCC1)C(=O)O ((S)-4-(5-bromo-2-chloropyrimidin-4-yl)morpholine-3-carboxylic acid), ON1N=NC2=C1C=CC=C2 (1-hydroxybenzotriazole), Cl.C(C)N=C=NCCCN(C)C (1-ethyl-(3-dimethylaminopropyl)carbodiimide hydrochloride). Run in C1CCOC1 (THF). Reaction conditions: time 5 minute. Yields the product ClC1=CC=C(C=C1)[C@H](C)N1C=2C=NC(=NC2N2[C@H](C1=O)COCC2)C2=C1C=CNC1=CC=C2 ((S)-5-((S)-1-(4-chlorophenyl)ethyl)-2-(1H-indol-4-yl)-6a,7,9,10-tetrahydro-[1,4]oxazino[3,4-h]pteridin-6(5H)-one). The yield is 87.8%. As a reaction SMILES: Br[C:2]1[C:3]([N:9]2[CH2:14][CH2:13][O:12][CH2:11][C@H:10]2[C:15]([OH:17])=O)=[N:4][C:5](Cl)=[N:6][CH:7]=1.O[N:19]1[C:23]2[CH:24]=[CH:25][CH:26]=[CH:27][C:22]=2N=N1.Cl.[CH2:29](N=C=NCCCN(C)C)[CH3:30].[Cl:40][C:41]1[CH:46]=[CH:45][C:44]([C@@H:47]([NH2:49])[CH3:48])=[CH:43][CH:42]=1>C1COCC1>[Cl:40][C:41]1[CH:46]=[CH:45][C:44]([C@@H:47]([N:49]2[C:15](=[O:17])[C@@H:10]3[CH2:11][O:12][CH2:13][CH2:14][N:9]3[C:3]3[N:4]=[C:5]([C:27]4[CH:26]=[CH:25][CH:24]=[C:23]5[C:22]=4[CH:29]=[CH:30][NH:19]5)[N:6]=[CH:7][C:2]2=3)[CH3:48])=[CH:43][CH:42]=1 |f:2.3|. Procedure details: To a 50 mL round-bottom flask were added (S)-4-(5-bromo-2-chloropyrimidin-4-yl)morpholine-3-carboxylic acid (560 mg, 1.736 mmol), 1-hydroxybenzotriazole (235 mg, 1.736 mmol), and 1-ethyl-(3-dimethylaminopropyl)carbodiimide hydrochloride (399 mg, 2.083 mmol) in THF (10 mL) at 0° C. to give a beige solution. After 5 minutes, (S)-1-(4-chlorophenyl)ethylamine (0.268 mL, 1.910 mmol) was added to the solution, which was allowed to react at 0° C. for 2 hours. The reaction mixture was subsequently parti... The reactants are ice, Cl (hydrochloric acid), C1=CC=CC=C1 (benzene), C1(C(=C)CC(=O)O1)=O (itaconic anhydride), [Cl-].[Al+3].[Cl-].[Cl-] (aluminum chloride). The solvent is ClCCCl (1,2-dichloroethane). Run at time 4 hour. The product is C=C(C(=O)O)CC(C1=CC=CC=C1)=O (2-Methylene-4-oxo-4-phenylbutanoic acid). Yield: 49.0%. RXN SMILES: [CH:1]1[CH:6]=[CH:5][CH:4]=[CH:3][CH:2]=1.[C:7]1(=[O:14])[O:13][C:11](=[O:12])[CH2:10][C:8]1=[CH2:9].[Cl-].[Al+3].[Cl-].[Cl-].Cl>ClCCCl>[CH2:9]=[C:8]([CH2:10][C:11](=[O:12])[C:1]1[CH:6]=[CH:5][CH:4]=[CH:3][CH:2]=1)[C:7]([OH:14])=[O:13] |f:2.3.4.5|. Procedure: To a stirred slurry of benzene (4.50 mL, 50.3 mmol) and itaconic anhydride (5.64 g, 50.3 mmol) in 1,2-dichloroethane at room temperature under argon, was added aluminum chloride (13.42 g, 100.7 mmol) in portions over 30 min A dark green solution formed as the temperature rose to 27° C. before subsiding. After 4 h, the now brown solution was poured rapidly into a stirred mixture of ice (200 g) and concentrated hydrochloric acid (15 mL). The resulting beige solids were filtered and air-dried to gi...